From a dataset of the Open Reaction Database (ORD), a public repository of structured organic reaction records. describe an organic reaction: reactants, conditions, products, and yield Starting materials: ClCCl, [O-][N+]1=C(c2ccccc2Cl)c2cc(Cl)ccc2-c2ncncc2C1, [NH4+], [OH-], ClP(Cl)Cl. Yields the product Clc1ccc2c(c1)C(c1ccccc1Cl)=NCc1cncnc1-2. RXN SMILES: [CH2:31]([Cl:32])[Cl:33].[Cl:1][c:2]1[cH:3][c:4]2[c:5]([cH:23][cH:24]1)-[c:6]1[c:7]([cH:19][n:20][cH:21][n:22]1)[CH2:8][N+:9]([O-:18])=[C:10]2[c:11]1[c:12]([Cl:17])[cH:13][cH:14][cH:15][cH:16]1.[NH4+:29].[OH-:30].[P:25]([Cl:26])([Cl:27])[Cl:28]>>[Cl:1][c:2]1[cH:3][c:4]2[c:5]([cH:23][cH:24]1)-[c:6]1[c:7]([cH:19][n:20][cH:21][n:22]1)[CH2:8][N:9]=[C:10]2[c:11]1[c:12]([Cl:17])[cH:13][cH:14][cH:15][cH:16]1. Reactants: Cl (HCl), CC(C(=O)NOC1OCCCC1)(CCC1=CC=C(C=C1)N1N=CC=C1)S(=O)(=O)C (2-Methyl-2-(methylsulfonyl)-4-[4-(1H-pyrazol-1-yl)phenyl]-N-(tetrahydro-2H-pyran-2-yloxy)butanamide), CO (Methanol). Run in C(Cl)Cl (methylene chloride). Run at time 5 minute. Yields the product ONC(C(CCC1=CC=C(C=C1)N1N=CC=C1)(S(=O)(=O)C)C)=O (N-hydroxy-2-methyl-2-(methylsulfonyl)-4-[4-(1H-pyrazol-1-yl)phenyl]butanamide). As a reaction SMILES: [CH3:1][C:2]([S:26]([CH3:29])(=[O:28])=[O:27])([CH2:13][CH2:14][C:15]1[CH:20]=[CH:19][C:18]([N:21]2[CH:25]=[CH:24][CH:23]=[N:22]2)=[CH:17][CH:16]=1)[C:3]([NH:5][O:6]C1CCCCO1)=[O:4].Cl.CO>C(Cl)Cl>[OH:6][NH:5][C:3](=[O:4])[C:2]([CH3:1])([S:26]([CH3:29])(=[O:28])=[O:27])[CH2:13][CH2:14][C:15]1[CH:16]=[CH:17][C:18]([N:21]2[CH:25]=[CH:24][CH:23]=[N:22]2)=[CH:19][CH:20]=1. Procedure: 2-Methyl-2-(methylsulfonyl)-4-[4-(1H-pyrazol-1-yl)phenyl]-N-(tetrahydro-2H-pyran-2-yloxy)butanamide (302.9 mg, 0.719 mmol) was dissolved in methylene chloride (10 mL) at ambient temperature. To this solution was added HCl (4M in 1,4-dioxane, 5.39 mL, 21.6 mmol) and the solution was stirred at RT for 5 minutes. Methanol (500 uL) was added followed by silica gel and the mixture was concentrated to dryness. The crude material was purified via silica gel chromatography eluting with methylene chlorid...